Dataset: the Open Reaction Database (ORD), a public repository of structured organic reaction records. Task: describe an organic reaction: reactants, conditions, products, and yield Starting materials: ClC1=C2C(=CNC2=CC=C1)CC#N ((4-chloro-1H-indol-3-yl)-acetonitrile), CN=C=O (methyl isocyanate), CC1(NC(CCC1)(C)C)C (2,2,6,6-tetramethyl piperidine), C(CCC)[Li] (butyllithium). Run in O1CCCC1 (tetrahydrofuran), O1CCCC1 (tetrahydrofuran). Reaction conditions: temperature -78 celsius, time 5 minute. Yields the product CNC(=O)N1C=C(C2=C(C=CC=C12)Cl)CC#N (4-chloro-3-cyanomethyl-indole-1-carboxylic acid methylamide). Yield: 20.8%. As a reaction SMILES: CC1(C)CCCC(C)(C)N1.C([Li])CCC.[Cl:16][C:17]1[CH:25]=[CH:24][CH:23]=[C:22]2[C:18]=1[C:19]([CH2:26][C:27]#[N:28])=[CH:20][NH:21]2.[CH3:29][N:30]=[C:31]=[O:32]>O1CCCC1>[CH3:29][NH:30][C:31]([N:21]1[C:22]2[C:18](=[C:17]([Cl:16])[CH:25]=[CH:24][CH:23]=2)[C:19]([CH2:26][C:27]#[N:28])=[CH:20]1)=[O:32]. Procedure: To a solution of 2,2,6,6-tetramethyl piperidine (0.18 ml, 1.05 mmol) dissolved in anhydrous tetrahydrofuran (5 ml) was added butyllithium (2.5M in hexanes; 0.42 ml, 1.05 mmol). The reaction was cooled to −78° C. and a solution of (4-chloro-1H-indol-3-yl)-acetonitrile (200 mg, 1.05 mmol) in anhydrous tetrahydrofuran (5 ml) was added, maintaining the temperature between −78° C. and −72° C. After 5 minutes, methyl isocyanate (0.06 ml, 1.05 mmol) was added. The dry ice bath was removed after 15 minu... Reactants: O=C1CCC(=O)N1Br, ClCCl, Cc1nnnn1-c1ccc(C(=CCC2CCCC2)C(=O)O)cc1C(F)(F)F, Nc1nccs1, c1ccc(P(c2ccccc2)c2ccccc2)cc1. Product: Cc1nnnn1-c1ccc(C(=CCC2CCCC2)C(=O)Nc2nccs2)cc1C(F)(F)F. Reaction SMILES: [Br:20][N:21]1[C:22](=[O:23])[CH2:24][CH2:25][C:26]1=[O:27].[CH2:61]([Cl:62])[Cl:63].[CH:28]1([CH2:33][CH:34]=[C:35]([C:36](=[O:37])[OH:38])[c:39]2[cH:40][c:41]([C:51]([F:52])([F:53])[F:54])[c:42](-[n:45]3[n:46][n:47][n:48][c:49]3[CH3:50])[cH:43][cH:44]2)[CH2:29][CH2:30][CH2:31][CH2:32]1.[NH2:55][c:56]1[s:57][cH:58][cH:59][n:60]1.[c:1]1([P:2]([c:3]2[cH:4][cH:5][cH:6][cH:7][cH:8]2)[c:9]2[cH:10][cH:11][cH:12][cH:13][cH:14]2)[cH:15][cH:16][cH:17][cH:18][cH:19]1>>[CH:28]1([CH2:33][CH:34]=[C:35]([C:36](=[O:38])[NH:55][c:56]2[s:57][cH:58][cH:59][n:60]2)[c:39]2[cH:40][c:41]([C:51]([F:52])([F:53])[F:54])[c:42](-[n:45]3[n:46][n:47][n:48][c:49]3[CH3:50])[cH:43][cH:44]2)[CH2:29][CH2:30][CH2:31][CH2:32]1. The reactants are isomeric mixture, C(=O)([O-])[O-].[K+].[K+] (K2CO3), BrCC1=C(C=CC=C1)C(F)(F)F (1-(bromomethyl)-2-(trifluoromethyl)benzene), [Si](C)(C)(C(C)(C)C)OCC1=CC2=C(C=N1)N(C=N2)C2=CC(=C(S2)C(=O)OC)O (methyl 5-[6-({[tert-butyl(dimethyl)silyl]oxy}methyl)-3H-imidazo[4,5-c]pyridin-3-yl]-3-hydroxythiophene-2-carboxylate), [Si](C)(C)(C(C)(C)C)OCC1=CC2=C(C=N1)N=CN2C2=CC(=C(S2)C(=O)OC)O (methyl 5-[6-({[tert-butyl(dimethyl)silyl]oxy}methyl)-1H-imidazo[4,5-c]pyridin-1-yl]-3-hydroxythiophene-2-carboxylate). Run in CN(C=O)C (N,N-dimethylformamide). The product is [Si](C)(C)(C(C)(C)C)OCC1=CC2=C(C=N1)N=CN2C2=CC(=C(S2)C(=O)OC)OCC2=C(C=CC=C2)C(F)(F)F (Methyl 5-[6-({[tert-butyl(dimethyl)silyl]oxy}methyl)-1H-imidazo[4,5-c]pyridin-1-yl]-3-{[2-(trifluoromethyl)benzyl]oxy}thiophene-2-carboxylate). RXN SMILES: [Si](OCC1N=CC2N(C3SC(C(OC)=O)=C(O)C=3)C=NC=2C=1)(C(C)(C)C)(C)C.[Si:29]([O:36][CH2:37][C:38]1[N:43]=[CH:42][C:41]2[N:44]=[CH:45][N:46]([C:47]3[S:51][C:50]([C:52]([O:54][CH3:55])=[O:53])=[C:49]([OH:56])[CH:48]=3)[C:40]=2[CH:39]=1)([C:32]([CH3:35])([CH3:34])[CH3:33])([CH3:31])[CH3:30].C([O-])([O-])=O.[K+].[K+].Br[CH2:64][C:65]1[CH:70]=[CH:69][CH:68]=[CH:67][C:66]=1[C:71]([F:74])([F:73])[F:72]>CN(C)C=O>[Si:29]([O:36][CH2:37][C:38]1[N:43]=[CH:42][C:41]2[N:44]=[CH:45][N:46]([C:47]3[S:51][C:50]([C:52]([O:54][CH3:55])=[O:53])=[C:49]([O:56][CH2:64][C:65]4[CH:70]=[CH:69][CH:68]=[CH:67][C:66]=4[C:71]([F:72])([F:73])[F:74])[CH:48]=3)[C:40]=2[CH:39]=1)([C:32]([CH3:33])([CH3:34])[CH3:35])([CH3:30])[CH3:31] |f:2.3.4|. Reported procedure: In a similar manner as described for example B3, 2.08 g of an isomeric mixture of methyl 5-[6-({[tert-butyl(dimethyl)silyl]oxy}methyl)-3H-imidazo[4,5-c]pyridin-3-yl]-3-hydroxythiophene-2-carboxylate and methyl 5-[6-({[tert-butyl(dimethyl)silyl]oxy}methyl)-1H-imidazo[4,5-c]pyridin-1-yl]-3-hydroxythiophene-2-carboxylate (example C3) and 0.82 g of K2CO3 and 1.42 g of 1-(bromomethyl)-2-(trifluoromethyl)benzene in 15 ml N,N-dimethylformamide yield compound B2a and compound B2b. The reactants are ClCCl (dichloromethane), ClC(C(=O)N=C=O)(Cl)Cl (trichloroacetyl isocyanate), C(C)C(C(=O)[O-])CCCC.[Na+] (sodium 2-ethylhexanoate), O1C(=CC=C1)/C(/C(=O)N[C@H]1[C@@H]2N(C(=C(CS2)CO)C(=O)O)C1=O)=N/OC ((6R,7R)-7-[Z-2-(fur-2-yl)-2-methoxyiminoacetamido]-3-hydroxymethylceph-3-em-4-carboxylic acid). Solvent: C1CCOC1 (THF), C1CCOC1 (THF), C(CO)O (Ethane-1,2-diol), C1CCOC1 (THF). Reaction conditions: time 10 minute. The product is CO/N=C(/C1=CC=CO1)\C(=O)N[C@H]2[C@@H]3N(C2=O)C(=C(CS3)COC(=O)N)C(=O)[O-].[Na+] (sodium cefuroxime). Reaction SMILES: ClCCl.ClC(Cl)(Cl)[C:6]([N:8]=C=O)=[O:7].[O:13]1[CH:17]=[CH:16][CH:15]=[C:14]1/[C:18](=[N:36]/[O:37][CH3:38])/[C:19]([NH:21][C@@H:22]1[C:34](=[O:35])[N:24]2[C:25]([C:31]([OH:33])=[O:32])=[C:26]([CH2:29][OH:30])[CH2:27][S:28][C@H:23]12)=[O:20].C(C(CCCC)C([O-])=O)C.[Na+:49]>C1COCC1.C(O)CO>[CH3:38][O:37]/[N:36]=[C:18](\[C:19]([NH:21][C@@H:22]1[C:34](=[O:35])[N:24]2[C:25]([C:31]([O-:33])=[O:32])=[C:26]([CH2:29][O:30][C:6]([NH2:8])=[O:7])[CH2:27][S:28][C@H:23]12)=[O:20])/[C:14]1[O:13][CH:17]=[CH:16][CH:15]=1.[Na+:49] |f:3.4,7.8|. Reported procedure: A mixture of THF (60 ml), dichloromethane (25 ml), and trichloroacetyl isocyanate (6.2 ml) was protected from moisture and cooled to -10°.To the stirred mixture was added (6R,7R)-7-[Z-2-(fur-2-yl)-2-methoxyiminoacetamido]-3-hydroxymethylceph-3-em-4-carboxylic acid (10 g) in one charge followed by THF (20 ml). The temperature was controlled in the range 0° to +5° and the mixture stirred for 10 minutes. Ethane-1,2-diol (15 ml) was added followedby a solution of sodium 2-ethylhexanoate (10 g) in TH...